This data is from the Open Reaction Database (ORD), a public repository of structured organic reaction records. The task is: describe an organic reaction: reactants, conditions, products, and yield Reactants: Cl.C(C1=CC=CC=C1)OC1=CC=C(C=C1)NN (4-Benzyloxy phenyl hydrazine hydrochloride), CCC(=O)C1=CC=C(C=C1)OCC2=CC=CC=C2 (4-benzyloxy propiophenone). Run in C(C)O (ethanol). Reaction conditions: temperature 77.5 celsius. Yields the product title compound, C(C1=CC=CC=C1)OC=1C=C2C(=C(NC2=CC1)C1=CC=C(C=C1)OCC1=CC=CC=C1)C (5-benzyloxy-2-(4-benzyloxy phenyl)-3-methyl-1H-indole). As a reaction SMILES: Cl.[CH2:2]([O:9][C:10]1[CH:15]=[CH:14][C:13]([NH:16]N)=[CH:12][CH:11]=1)[C:3]1[CH:8]=[CH:7][CH:6]=[CH:5][CH:4]=1.[CH3:18][CH2:19][C:20]([C:22]1[CH:27]=[CH:26][C:25]([O:28][CH2:29][C:30]2[CH:35]=[CH:34][CH:33]=[CH:32][CH:31]=2)=[CH:24][CH:23]=1)=O>C(O)C>[CH2:2]([O:9][C:10]1[CH:15]=[C:14]2[C:13](=[CH:12][CH:11]=1)[NH:16][C:20]([C:22]1[CH:27]=[CH:26][C:25]([O:28][CH2:29][C:30]3[CH:35]=[CH:34][CH:33]=[CH:32][CH:31]=3)=[CH:24][CH:23]=1)=[C:19]2[CH3:18])[C:3]1[CH:8]=[CH:7][CH:6]=[CH:5][CH:4]=1 |f:0.1|. Reported procedure: 4-Benzyloxy phenyl hydrazine hydrochloride (1.0 g, 4 mmol), 4-benzyloxy propiophenone (0.96 g, 4 mmol) were suspended in 15 ml of ethanol and mixture was refluxed for 12 hrs at a temperature of 75-80° C. Then the mixture was cooled to 10-15° C. within 1 hr. The white product was filtered and washed with chilled ethanol (3 ml). The title compound 5-benzyloxy-2-(4-benzyloxy phenyl)-3-methyl-1H-indole (formula-1) melting at 152-153° C. and purity by HPLC 99.5% was obtained in a yield of 1.4 g (83.6... The reactants are C(C1=CC=CC=C1)OC=1C=C2C(=C(N(C(C2=CC1)=O)CC1CC1)CCl)OCCCC (6-benzyloxy-4-butoxy-3-chloromethyl-2-cyclopropylmethyl-1(2H)-isoquinolinone), C1(C=2C(C(N1)=O)=CC=CC2)=O.[K] (potassium phthalimide), O (water). Run in CN(C=O)C (N,N-dimethylformamide). The product is C(C1=CC=CC=C1)OC=1C=C2C(=C(N(C(C2=CC1)=O)CC1CC1)CN1C(C2=CC=CC=C2C1=O)=O)OCCCC (2-[(6-benzyloxy-4-butoxy-2-cyclopropylmethyl-1-oxo-1,2-dihydro-3-isoquinolinyl)methyl]-1H-isoindole-1,3(2H)-dione). The yield is 95.1%. As a reaction SMILES: [CH2:1]([O:8][C:9]1[CH:10]=[C:11]2[C:16](=[CH:17][CH:18]=1)[C:15](=[O:19])[N:14]([CH2:20][CH:21]1[CH2:23][CH2:22]1)[C:13]([CH2:24]Cl)=[C:12]2[O:26][CH2:27][CH2:28][CH2:29][CH3:30])[C:2]1[CH:7]=[CH:6][CH:5]=[CH:4][CH:3]=1.[C:31]1(=[O:41])[NH:35][C:34](=[O:36])[C:33]2=[CH:37][CH:38]=[CH:39][CH:40]=[C:32]12.[K].O>CN(C)C=O>[CH2:1]([O:8][C:9]1[CH:10]=[C:11]2[C:16](=[CH:17][CH:18]=1)[C:15](=[O:19])[N:14]([CH2:20][CH:21]1[CH2:23][CH2:22]1)[C:13]([CH2:24][N:35]1[C:31](=[O:41])[C:32]3[C:33](=[CH:37][CH:38]=[CH:39][CH:40]=3)[C:34]1=[O:36])=[C:12]2[O:26][CH2:27][CH2:28][CH2:29][CH3:30])[C:2]1[CH:7]=[CH:6][CH:5]=[CH:4][CH:3]=1 |f:1.2,^1:41|. Procedure details: A solution of 6-benzyloxy-4-butoxy-3-chloromethyl-2-cyclopropylmethyl-1(2H)-isoquinolinone (5.96 g, 14, mmol) and potassium phthalimide (3.89 g, 21 mmol) in N,N-dimethylformamide (50 mL) was stirred at room temperature for 6 h. The reaction mixture was poured into water and extracted with ethyl acetate. After washing the extract with water, the extract was dried over anhydrous magnesium sulfate and concentrated under reduced pressure. The obtained crystals were recrystallized from ethyl acetate-... Reactants: C[O-], CCO, Cl, NO, [Na+], N#Cc1ccccc1O. Yields the product NC(=NO)c1ccccc1O. Reaction SMILES: [CH3:13][O-:14].[CH3:16][CH2:17][OH:18].[ClH:12].[NH2:10][OH:11].[Na+:15].[OH:1][c:2]1[c:3]([C:4]#[N:5])[cH:6][cH:7][cH:8][cH:9]1>>[OH:1][c:2]1[c:3]([C:4]([NH2:5])=[N:10][OH:11])[cH:6][cH:7][cH:8][cH:9]1. Reactants: CC(C)(C)OC(=O)N1CCC(CN2CCN(S(=O)(=O)c3ccc(C=O)cc3)CC2=O)CC1, C1CCOC1, CCOC(C)=O, ClC(Cl)Cl, [Cl-]. The product is CC(C)(C)OC(=O)N1CCC(CN2CCN(S(=O)(=O)c3ccc(C=CCl)cc3)CC2=O)CC1. RXN SMILES: [C:2]([CH3:3])([CH3:4])([CH3:5])[O:6][C:7](=[O:8])[N:9]1[CH2:10][CH2:11][CH:12]([CH2:15][N:16]2[C:17](=[O:33])[CH2:18][N:19]([S:22](=[O:23])(=[O:24])[c:25]3[cH:26][cH:27][c:28]([CH:31]=[O:32])[cH:29][cH:30]3)[CH2:20][CH2:21]2)[CH2:13][CH2:14]1.[CH2:44]1[O:45][CH2:46][CH2:47][CH2:48]1.[CH3:38][CH2:39][O:40][C:41](=[O:42])[CH3:43].[CH:34]([Cl:35])([Cl:36])[Cl:37].[Cl-:1]>>[C:2]([CH3:3])([CH3:4])([CH3:5])[O:6][C:7](=[O:8])[N:9]1[CH2:10][CH2:11][CH:12]([CH2:15][N:16]2[C:17](=[O:33])[CH2:18][N:19]([S:22](=[O:23])(=[O:24])[c:25]3[cH:26][cH:27][c:28]([CH:31]=[CH:34][Cl:35])[cH:29][cH:30]3)[CH2:20][CH2:21]2)[CH2:13][CH2:14]1. The reactants are C(C(C)C)OC1=C(C=CC=C1)CCC(=O)OCC (ethyl 3-(2-isobutoxyphenyl)propanoate), C(C(C)C)OC=1C=C(C(=O)O)C=C(C1)OCC(C)C (3,5-diisobutoxybenzoic acid), C(C(=O)Cl)(=O)Cl (oxalyl chloride), [Cl-].[Al+3].[Cl-].[Cl-] (aluminum chloride), ice water. The solvent is CN(C=O)C (N,N-dimethylformamide), C(Cl)Cl (methylene chloride), C(Cl)(Cl)Cl (chloroform). Conditions: time 2 hour. The product is C(C(C)C)OC=1C=C(C(=O)C=2C=CC(=C(C2)CCC(=O)OCC)OCC(C)C)C=C(C1)OCC(C)C (ethyl 3-[5-(3,5-diisobutoxybenzoyl)-2-isobutoxyphenyl]propanoate). Yield: 84.2%. As a reaction SMILES: [CH2:1]([O:5][C:6]1[CH:7]=[C:8]([CH:12]=[C:13]([O:15][CH2:16][CH:17]([CH3:19])[CH3:18])[CH:14]=1)[C:9]([OH:11])=O)[CH:2]([CH3:4])[CH3:3].C(Cl)(=O)C(Cl)=O.[Cl-].[Al+3].[Cl-].[Cl-].[CH2:30]([O:34][C:35]1[CH:40]=[CH:39][CH:38]=[CH:37][C:36]=1[CH2:41][CH2:42][C:43]([O:45][CH2:46][CH3:47])=[O:44])[CH:31]([CH3:33])[CH3:32]>C(Cl)Cl.C(Cl)(Cl)Cl.CN(C)C=O>[CH2:16]([O:15][C:13]1[CH:12]=[C:8]([CH:7]=[C:6]([O:5][CH2:1][CH:2]([CH3:3])[CH3:4])[CH:14]=1)[C:9]([C:38]1[CH:39]=[CH:40][C:35]([O:34][CH2:30][CH:31]([CH3:32])[CH3:33])=[C:36]([CH2:41][CH2:42][C:43]([O:45][CH2:46][CH3:47])=[O:44])[CH:37]=1)=[O:11])[CH:17]([CH3:19])[CH3:18] |f:2.3.4.5|. Reported procedure: In 11 ml of methylene chloride is dissolved 1.11 g of 3,5-diisobutoxybenzoic acid. To the solution thus obtained, 0.44 ml of oxalyl chloride is added at ambient temperature, and then 20 μl of N,N-dimethylformamide is added and stirred at ambient temperature for 2 hours. Then, at −20° C., 1.67 g of aluminum chloride is added and thereafter 1.15 g of ethyl 3-(2-isobutoxyphenyl)propanoate is added, and the mixture thus obtained is stirred at 5-10° C. for 10 minutes. The reaction mixture is added to...